From a dataset of the Open Reaction Database (ORD), a public repository of structured organic reaction records. describe an organic reaction: reactants, conditions, products, and yield The product is FC1=C(C=CC=C1F)CC(=O)C1=CNC2=NC(=CC=C21)N2CCCC2 (2-(2,3-Difluoro-phenyl)-1-(6-pyrrolidin-1-yl-1H-pyrrolo [2,3-b]pyridin-3-yl)-ethanone). Solvent: CN1CCCC1=O (NMP). RXN SMILES: Cl[C:2]1[N:7]=[C:6]2[NH:8][CH:9]=[C:10]([C:11](=[O:21])[CH2:12][C:13]3[CH:18]=[CH:17][CH:16]=[C:15]([F:19])[C:14]=3[F:20])[C:5]2=[CH:4][CH:3]=1.[NH:22]1[CH2:26][CH2:25][CH2:24][CH2:23]1.O.Cl>CN1C(=O)CCC1>[F:20][C:14]1[C:15]([F:19])=[CH:16][CH:17]=[CH:18][C:13]=1[CH2:12][C:11]([C:10]1[C:5]2[C:6](=[N:7][C:2]([N:22]3[CH2:26][CH2:25][CH2:24][CH2:23]3)=[CH:3][CH:4]=2)[NH:8][CH:9]=1)=[O:21]. Procedure details: A solution of 1-(6-chloro-1H-pyrrolo[2,3-b]pyridin-3-yl)-2-(2,3-difluoro-phenyl)-ethanone (100 mg, 0.29 mmol) and pyrrolidine (1 mL) in NMP (2 mL) was heated in a sealed tube with microwave at 220° C. for 15 min. The solution was poured into water and 0.5N HCl was added to precipitate the product. The crude product was collected by filtration, washed with water, and dried on the pump for direct use (80 mg, 0.23 mmol, 79%). MS (ES+): m/e=342.2 (M+H); LC: 2.92 min. Starting materials: ClC1=CC=C2C(=N1)NC=C2C(CC2=C(C(=CC=C2)F)F)=O (1-(6-chloro-1H-pyrrolo[2,3-b]pyridin-3-yl)-2-(2,3-difluoro-phenyl)-ethanone), N1CCCC1 (pyrrolidine), O (water), Cl (HCl). Reactants: O.O.[Sn](Cl)Cl (tin (II) chloride dihydrate), C(C1=CC=CC=C1)OC(=O)C=1C=C(C=C(C1)C(=O)OCC1=CC=CC=C1)[N+](=O)[O-] (3,5-dibenzyloxycarbonyl-nitrobenzene), C(O)([O-])=O.[Na+] (sodium hydrogencarbonate). Run in C(C)(=O)OCC (ethyl acetate), C(C)(=O)OCC (ethyl acetate). The product is C(C1=CC=CC=C1)OC(=O)C=1C=C(N)C=C(C1)C(=O)OCC1=CC=CC=C1 (3,5-dibenzyloxycarbonyl-aniline). Yield: 90.0%. As a reaction SMILES: [CH2:1]([O:8][C:9]([C:11]1[CH:12]=[C:13]([N+:27]([O-])=O)[CH:14]=[C:15]([C:17]([O:19][CH2:20][C:21]2[CH:26]=[CH:25][CH:24]=[CH:23][CH:22]=2)=[O:18])[CH:16]=1)=[O:10])[C:2]1[CH:7]=[CH:6][CH:5]=[CH:4][CH:3]=1.O.O.[Sn](Cl)Cl.C(=O)([O-])O.[Na+]>C(OCC)(=O)C>[CH2:1]([O:8][C:9]([C:11]1[CH:12]=[C:13]([CH:14]=[C:15]([C:17]([O:19][CH2:20][C:21]2[CH:26]=[CH:25][CH:24]=[CH:23][CH:22]=2)=[O:18])[CH:16]=1)[NH2:27])=[O:10])[C:2]1[CH:3]=[CH:4][CH:5]=[CH:6][CH:7]=1 |f:1.2.3,4.5|. Procedure: The nitro compound prepared in step c above (3.91 g, 10 mol) was dissolved in ethyl acetate (50 ml) and tin (II) chloride dihydrate (11.27 g, 50 mmol) was added and the mixture stirred and heated at 70° under an atmosphere of nitrogen for 1 h . The mixture was poured carefully onto 5% sodium hydrogencarbonate solution (200 ml) and a further aliquot of ethyl acetate (100 ml) was added. After shaking the organic layer was separated and the aqueous layer was extracted with more ethyl acetate (50 ml... The reactants are 3,3-bis(4-fluorophenyl)-2-(1-methyl-1H-tetrazol-5-yl)-2-proenal, FC1=CC=C(C=C1)C(=C(C=O)C=1N=NN(N1)C)C1=CC=C(C=C1)F (3,3-bis(4-fluorophenyl)-2-(2-methyl-2H-tetrazol-5-yl)-2-propenal), C1(=CC=CC=C1)P(C1=CC=CC=C1)(C1=CC=CC=C1)=CC=O (triphenylphosphoranylidene acetaldehyde). Yields the product FC1=CC=C(C=C1)C(=C(C=CC=O)C=1N=NN(N1)C)C1=CC=C(C=C1)F (5,5-Bis(4-fluorophenyl)-4-(2-methyl-2H-tetrazol-5-yl)-2,4-pentadienal). The yield is 8.9%. Reaction SMILES: [F:1][C:2]1[CH:7]=[CH:6][C:5]([C:8]([C:18]2[CH:23]=[CH:22][C:21]([F:24])=[CH:20][CH:19]=2)=[C:9]([C:12]2[N:13]=[N:14][N:15]([CH3:17])[N:16]=2)[CH:10]=O)=[CH:4][CH:3]=1.C1(P(=[CH:44][CH:45]=[O:46])(C2C=CC=CC=2)C2C=CC=CC=2)C=CC=CC=1>>[F:24][C:21]1[CH:22]=[CH:23][C:18]([C:8]([C:5]2[CH:4]=[CH:3][C:2]([F:1])=[CH:7][CH:6]=2)=[C:9]([C:12]2[N:13]=[N:14][N:15]([CH3:17])[N:16]=2)[CH:10]=[CH:44][CH:45]=[O:46])=[CH:19][CH:20]=1. Procedure: The general procedure of Example 8 was repeated, except that the 3,3-bis(4-fluorophenyl)-2-(1-methyl-1H-tetrazol-5-yl)-2-proenal utilized therein was replaced by 0.67 g (21.0 mmoles) of 3,3-bis(4-fluorophenyl)-2-(2-methyl-2H-tetrazol-5-yl)-2-propenal [prepared in Example 7]. The reaction was carried out with 0.64 g (21.0 mmoles) of triphenylphosphoranylidene acetaldehyde to yield 0.66 g (90.5%) of the title compound. The reactants are CCCN(C)c1cc(NC(=O)OC(C)(C)C)c(NC(=O)CC(=O)c2cccc(-c3cc(C)no3)c2)cc1C, ClCCl, O=C(O)C(F)(F)F. Product: CCCN(C)c1cc2c(cc1C)NC(=O)CC(c1cccc(-c3cc(C)no3)c1)=N2. As a reaction SMILES: [C:1]([O:2][C:3](=[O:4])[NH:7][c:8]1[c:9]([NH:20][C:21]([CH2:22][C:23](=[O:5])[c:25]2[cH:26][c:27](-[c:31]3[cH:32][c:33]([CH3:36])[n:34][o:35]3)[cH:28][cH:29][cH:30]2)=[O:37])[cH:10][c:11]([CH3:19])[c:12]([N:14]([CH2:15][CH2:16][CH3:17])[CH3:18])[cH:13]1)([CH3:6])([CH3:24])[CH3:38].[Cl:46][CH2:47][Cl:48].[F:39][C:40]([F:41])([F:42])[C:43]([OH:44])=[O:45]>>[N:7]1=[C:23]([c:25]2[cH:26][c:27](-[c:31]3[cH:32][c:33]([CH3:36])[n:34][o:35]3)[cH:28][cH:29][cH:30]2)[CH2:22][C:21](=[O:37])[NH:20][c:9]2[c:8]1[cH:13][c:12]([N:14]([CH2:15][CH2:16][CH3:17])[CH3:18])[c:11]([CH3:19])[cH:10]2. Starting materials: Cc1oc(=O)oc1CBr, O=C([O-])O, O=C([O-])O, CCOC(C)=O, O=C(O)c1cn(-c2ccc(F)cc2F)c2cc(N3CC4CC3CN4)c(F)cc2c1=O, [Ca+2], CN(C)C=O, O, O. As a reaction SMILES: [Br:41][CH2:42][c:43]1[o:44][c:45](=[O:49])[o:46][c:47]1[CH3:48].[C:32](=[O:33])([OH:34])[O-:35].[C:37](=[O:38])([OH:39])[O-:40].[CH3:50][CH2:51][O:52][C:53](=[O:54])[CH3:55].[CH:2]12[N:3]([c:9]3[c:10]([F:31])[cH:11][c:12]4[c:13](=[O:30])[c:14]([C:27](=[O:28])[OH:29])[cH:15][n:16](-[c:19]5[c:20]([F:26])[cH:21][c:22]([F:25])[cH:23][cH:24]5)[c:17]4[cH:18]3)[CH2:4][CH:5]([NH:6][CH2:7]1)[CH2:8]2.[Ca+2:36].[O:56]=[CH:57][N:58]([CH3:59])[CH3:60].[OH2:1].[OH2:61]>>[CH:2]12[N:3]([c:9]3[c:10]([F:31])[cH:11][c:12]4[c:13](=[O:30])[c:14]([C:27](=[O:28])[OH:29])[cH:15][n:16](-[c:19]5[c:20]([F:26])[cH:21][c:22]([F:25])[cH:23][cH:24]5)[c:17]4[cH:18]3)[CH2:4][CH:5]([N:6]([CH2:42][c:43]3[o:44][c:45](=[O:49])[o:46][c:47]3[CH3:48])[CH2:7]1)[CH2:8]2. The product is Cc1oc(=O)oc1CN1CC2CC1CN2c1cc2c(cc1F)c(=O)c(C(=O)O)cn2-c1ccc(F)cc1F. The reactants are CCCCCCCCCCCCCCCCCC(=O)[O-], CCCCCCCCCCCCCCCCCC(=O)[O-], O=C(O)CCC(=O)O, CC(=O)O, COC(=O)c1ccccc1C(=O)OC, CC(C)=O, Cc1ncc(CO)c(CN)c1O, Cl, [Mg+2], OCC1OC(OC2C(CO)OC(O)C(O)C2O)C(O)C(O)C1O. Product: Cc1ncc(CO)c(C=O)c1O. Reaction SMILES: [C:37]([O-:38])(=[O:39])[CH2:40][CH2:41][CH2:42][CH2:43][CH2:44][CH2:45][CH2:46][CH2:47][CH2:48][CH2:49][CH2:50][CH2:51][CH2:52][CH2:53][CH2:54][CH2:55][CH3:56].[C:58]([O-:59])(=[O:60])[CH2:61][CH2:62][CH2:63][CH2:64][CH2:65][CH2:66][CH2:67][CH2:68][CH2:69][CH2:70][CH2:71][CH2:72][CH2:73][CH2:74][CH2:75][CH2:76][CH3:77].[C:78]([OH:79])(=[O:80])[CH2:81][CH2:82][C:83]([OH:84])=[O:85].[C:86]([OH:87])(=[O:88])[CH3:89].[C:90]([O:91][CH3:92])(=[O:93])[c:94]1[c:95]([C:100]([O:101][CH3:102])=[O:103])[cH:96][cH:97][cH:98][cH:99]1.[CH3:104][C:105](=[O:106])[CH3:107].[CH3:2][c:3]1[n:4][cH:5][c:6]([CH2:7][OH:8])[c:9]([CH2:10][NH2:11])[c:12]1[OH:13].[ClH:1].[Mg+2:57].[OH:14][CH2:15][CH:16]1[CH:17]([OH:18])[CH:19]([OH:20])[CH:21]([OH:22])[CH:23]([O:24][CH:25]2[CH:26]([OH:27])[CH:28]([OH:29])[CH:30]([OH:31])[O:32][CH:33]2[CH2:34][OH:35])[O:36]1>>[CH3:2][c:3]1[n:4][cH:5][c:6]([CH2:7][OH:8])[c:9]([CH:10]=[O:14])[c:12]1[OH:13]. The reactants are NC1CC1, Clc1nc(NC2CC2)nc(NC2CC2)n1, C1COCCO1. The product is C1CC1Nc1nc(NC2CC2)nc(NC2CC2)n1. RXN SMILES: [CH:16]1([NH2:19])[CH2:17][CH2:18]1.[Cl:1][c:2]1[n:3][c:4]([NH:12][CH:13]2[CH2:14][CH2:15]2)[n:5][c:6]([NH:8][CH:9]2[CH2:10][CH2:11]2)[n:7]1.[O:20]1[CH2:21][CH2:22][O:23][CH2:24][CH2:25]1>>[c:2]1([NH:19][CH:16]2[CH2:17][CH2:18]2)[n:3][c:4]([NH:12][CH:13]2[CH2:14][CH2:15]2)[n:5][c:6]([NH:8][CH:9]2[CH2:10][CH2:11]2)[n:7]1.